From a dataset of the Open Reaction Database (ORD), a public repository of structured organic reaction records. describe an organic reaction: reactants, conditions, products, and yield The reactants are [C]=O (carbon monoxide), C(CCC)OC1=CC=C(C=C1)C (4-n-butoxytoluene), C(C)(C)(C)OOC(C)(C)C (di-tert-butyl peroxide), Pd(Xantphos)Cl2, [C]=O (carbon monoxide), C(C)O (ethanol). Reaction conditions: temperature 120 celsius, time 16 hour. Product: C(CCC)OC1=CC=C(C=C1)CC(=O)OCC (ethyl 2-(4-n-butoxyphenyl)acetate). Isolated yield 90.7%. Reaction SMILES: [CH2:1]([O:5][C:6]1[CH:11]=[CH:10][C:9]([CH3:12])=[CH:8][CH:7]=1)[CH2:2][CH2:3][CH3:4].C(O[O:18][C:19]([CH3:22])(C)C)(C)(C)C.[C]=O.[CH2:25]([OH:27])C>>[CH2:1]([O:5][C:6]1[CH:7]=[CH:8][C:9]([CH2:12][C:25]([O:18][CH2:19][CH3:22])=[O:27])=[CH:10][CH:11]=1)[CH2:2][CH2:3][CH3:4] |^3:22|. Procedure details: 4-n-butoxytoluene (2.46 g), ethanol (46 mg), di-tert-butyl peroxide (73 mg, 1 equivalent), and Pd(Xantphos)Cl2 (3.8 mg, 1 mol %) were added into a reaction kettle, into which 10 atm carbon monoxide was introduced. The reaction was heated to 120° C., and stirred at this constant temperature for 16 h. After the reaction was completed, carbon monoxide was discharged, and 107 mg ethyl 2-(4-n-butoxyphenyl)acetate was obtained by column chromatography, in a yield of 91%. 1HNMR (400 MHz, CDCl3) δ 0.95 ... Starting materials: [OH-].[Na+] (sodium hydroxide), C(C)(=O)NC1=CC=C2NC(C(N(C2=C1)CC)=O)=O (7-acetamido-1-ethyl-2,3(1H,4H)-quinoxalinedione), [N+](=O)([O-])[O-].[Na+] (sodium nitrate), ice water, C([O-])(O)=O.[Na+] (sodium bicarbonate). Run in S(O)(O)(=O)=O (sulfuric acid). Conditions: time 2 hour. The product is NC1=C(C=C2NC(C(N(C2=C1)CC)=O)=O)[N+](=O)[O-] (7-Amino-1-ethyl-6-nitro-2,3(1H,4H)-quinoxalinedione). Yield: 22.8%. As a reaction SMILES: C([NH:4][C:5]1[CH:14]=[C:13]2[C:8]([NH:9][C:10](=[O:18])[C:11](=[O:17])[N:12]2[CH2:15][CH3:16])=[CH:7][CH:6]=1)(=O)C.[N+:19]([O-])([O-:21])=[O:20].[Na+].[OH-].[Na+].C(=O)(O)[O-].[Na+]>S(=O)(=O)(O)O>[NH2:4][C:5]1[CH:14]=[C:13]2[C:8]([NH:9][C:10](=[O:18])[C:11](=[O:17])[N:12]2[CH2:15][CH3:16])=[CH:7][C:6]=1[N+:19]([O-:21])=[O:20] |f:1.2,3.4,5.6|. Procedure details: 5.2 g (21 mmol) of 7-acetamido-1-ethyl-2,3(1H,4H)-quinoxalinedione were dissolved in 75 ml of concentrated sulfuric acid and, at 0°-5° C., 2 g (23 mmol) of sodium nitrate were added. The mixture was stirred at 0°-5° C. for 2 h and then poured into ice-water and stirred at room temperature for 16 h. The mixture was then neutralized with dilute sodium hydroxide solution and sodium bicarbonate solution and concentrated under reduced pressure. The residue was extracted with dimethylformamide and the... Starting materials: C(CC(O)(C(=O)O)CC(=O)O)(=O)O (citric acid), COC(CC=1C=NC=C(C1)C1=C(C=C(C=C1)C(F)(F)F)CN(CC)C(=O)OCC1=CC=CC=C1)=O ((5-{2-[(N-Benzyloxycarbonyl-N-ethyl-amino)-methyl]-4-trifluoromethyl-phenyl}-pyridin-3-yl)-acetic acid methyl ester), O (H2O), [OH-].[Li+] (lithium hydroxide). Solvent: C1CCOC1 (THF), CO (MeOH). Product: C(C1=CC=CC=C1)OC(=O)N(CC)CC1=C(C=CC(=C1)C(F)(F)F)C=1C=C(C=NC1)CC(=O)O ((5-{2-[(N-Benzyloxycarbonyl-N-ethyl-amino)-methyl]-4-trifluoromethyl-phenyl}-pyridin-3-yl)-acetic acid). RXN SMILES: C[O:2][C:3](=[O:35])[CH2:4][C:5]1[CH:6]=[N:7][CH:8]=[C:9]([C:11]2[CH:16]=[CH:15][C:14]([C:17]([F:20])([F:19])[F:18])=[CH:13][C:12]=2[CH2:21][N:22]([C:25]([O:27][CH2:28][C:29]2[CH:34]=[CH:33][CH:32]=[CH:31][CH:30]=2)=[O:26])[CH2:23][CH3:24])[CH:10]=1.O.[OH-].[Li+].C(O)(=O)CC(CC(O)=O)(C(O)=O)O>C1COCC1.CO>[CH2:28]([O:27][C:25]([N:22]([CH2:21][C:12]1[CH:13]=[C:14]([C:17]([F:18])([F:19])[F:20])[CH:15]=[CH:16][C:11]=1[C:9]1[CH:10]=[C:5]([CH2:4][C:3]([OH:35])=[O:2])[CH:6]=[N:7][CH:8]=1)[CH2:23][CH3:24])=[O:26])[C:29]1[CH:30]=[CH:31][CH:32]=[CH:33][CH:34]=1 |f:2.3|. Procedure details: (5-{2-[(N-Benzyloxycarbonyl-N-ethyl-amino)-methyl]-4-trifluoromethyl-phenyl}-pyridin-3-yl)-acetic acid methyl ester (0.1 g, 0.2 mmol) in THF (2 mL), MeOH (0.5 mL), and H2O (0.5 mL) was treated with lithium hydroxide (0.03 g) and stirred at room temperature until no starting material was seen by analytical LCMS. The reaction was neutralized with citric acid to pH 4 and extracted with EtOAc, and the combined organic layers were washed with H2O, dried over MgSO4, filtered, and concentrated to give ... The reactants are ClC1=CC(=C(C=2C(CCCC12)=O)CCC(=O)OCC)C (ethyl 3-(4-chloro-2-methyl-8-oxo-5,6,7,8-tetrahydronaphthalen-1-yl)propanoate), Cl (HCl), S(=O)(=O)(Cl)Cl (sulfuryl chloride). Run in C(Cl)Cl (CH2Cl2). Run at time 2 hour. The product is ClC1=CC(=C(C=2C(C(CCC12)Cl)=O)CCC(=O)OCC)C (Ethyl 3-(4,7-dichloro-2-methyl-8-oxo-5,6,7,8-tetrahydronaphthalen-1-yl)propanoate). Yield: 95.8%. RXN SMILES: [Cl:1][C:2]1[C:11]2[CH2:10][CH2:9][CH2:8][C:7](=[O:12])[C:6]=2[C:5]([CH2:13][CH2:14][C:15]([O:17][CH2:18][CH3:19])=[O:16])=[C:4]([CH3:20])[CH:3]=1.Cl.S(Cl)([Cl:25])(=O)=O>C(Cl)Cl>[Cl:1][C:2]1[C:11]2[CH2:10][CH2:9][CH:8]([Cl:25])[C:7](=[O:12])[C:6]=2[C:5]([CH2:13][CH2:14][C:15]([O:17][CH2:18][CH3:19])=[O:16])=[C:4]([CH3:20])[CH:3]=1. Reported procedure: A solution of ethyl 3-(4-chloro-2-methyl-8-oxo-5,6,7,8-tetrahydronaphthalen-1-yl)propanoate (5.70 g, 20.3 mmoles) in CH2Cl2 (20 ml) was saturated with dry gaseous HCl and sulfuryl chloride (16.4 ml, 27.5 g, 203 mmoles) was added dropwise and stirred at room temperature for 2 hours. The solvent and excess sulfuryl chloride were evaporated in vacuo then chased with dry toluene two times to leave 6.40 g of title compound as a gum. Exact mass calculated for C16H17O3Cl (parent-HCl): 292.0866; Found: ... Reaction conditions: temperature -78 celsius, time 30 minute. The product is CC1=CC=C(C=C1)S(=O)(=O)N1CC23CN(CC2(C1)CC3)S(=O)(=O)C3=CC=C(C=C3)C (2,5-bis((4-methylphenyl)sulfonyl)tetrahydro-1H,4H-3a,6a-ethanopyrrolo[3,4-c]pyrrole). Starting materials: C(C)(C)(C)[Li] (t-Butyl lithium), ICC12C(CN(C1)S(=O)(=O)C1=CC=C(C=C1)C)(CN(C2)S(=O)(=O)C2=CC=C(C=C2)C)CI (3a,6a-bis(iodomethyl)-2,5-bis((4-methylphenyl)sulfonyl)octahydropyrrolo[3,4-c]pyrrole), C(C)(C)(C)[Li] (t-Butyl lithium), CCCCC (pentane). Yield: 97.2%. The solvent is C1CCOC1 (THF). Reaction SMILES: C([Li])(C)(C)C.I[CH2:7][C:8]12[CH2:25][N:24]([S:26]([C:29]3[CH:34]=[CH:33][C:32]([CH3:35])=[CH:31][CH:30]=3)(=[O:28])=[O:27])[CH2:23][C:9]1([CH2:36]I)[CH2:10][N:11]([S:13]([C:16]1[CH:21]=[CH:20][C:19]([CH3:22])=[CH:18][CH:17]=1)(=[O:15])=[O:14])[CH2:12]2.CCCCC>C1COCC1>[CH3:22][C:19]1[CH:20]=[CH:21][C:16]([S:13]([N:11]2[CH2:10][C:9]34[CH2:36][CH2:7][C:8]3([CH2:25][N:24]([S:26]([C:29]3[CH:30]=[CH:31][C:32]([CH3:35])=[CH:33][CH:34]=3)(=[O:28])=[O:27])[CH2:23]4)[CH2:12]2)(=[O:15])=[O:14])=[CH:17][CH:18]=1. Reported procedure: t-Butyl lithium (1.7 M pentane) (1.05 mL, 1.76 mmol) was added dropwise to a stirring solution of 3a,6a-bis(iodomethyl)-2,5-bis((4-methylphenyl)sulfonyl)octahydropyrrolo[3,4-c]pyrrole (0.50 g, 0.71 mmol) in THF (10 mL) at −78° C. The resulting orange mixture was stirred at −78° C. for 30 minutes. After this time, additional t-Butyl lithium 1.7 M in pentane (1.05 mL, 1.76 mmol) was added to the reaction mixture at −78° C. After 10 minutes of additional stirring at −78° C., the reaction was quench... Reactants: CC1(C2=C(C(=CC=C2)P(C3=CC=CC=C3)C4=CC=CC=C4)OC5=C(C=CC=C51)P(C6=CC=CC=C6)C7=CC=CC=C7)C (Xantphos), BrC1=CC2=C(C=N1)C=C(N2C(=O)OC(C)(C)C)C=2C=NN(C2)C(=O)OC(C)(C)C (tert-Butyl 6-bromo-2-(1-(tert-butoxycarbonyl)-1H-pyrazol-4-yl)-1H-pyrrolo[3,2-c]pyridine-1-carboxylate), COC1=CC=C(N)C=C1 (4-methoxyaniline), C([O-])([O-])=O.[Cs+].[Cs+] (cesium carbonate). Run in C(Cl)(Cl)Cl (chloroform), O1CCOCC1 (Dioxane). Conditions: temperature 80 celsius. The product is C(C)(C)(C)OC(=O)N1N=CC(=C1)C1=CC=2C=NC(=CC2N1C(=O)OC(C)(C)C)NC1=CC=C(C=C1)OC (tert-Butyl 2-(1-(tert-butoxycarbonyl)-1H-pyrazol-4-yl)-6-(4-methoxyphenylamino)-1H-pyrrolo[3,2-c]pyridine-1-carboxylate). Yield: 67.8%. Reaction SMILES: Br[C:2]1[N:7]=[CH:6][C:5]2[CH:8]=[C:9]([C:18]3[CH:19]=[N:20][N:21]([C:23]([O:25][C:26]([CH3:29])([CH3:28])[CH3:27])=[O:24])[CH:22]=3)[N:10]([C:11]([O:13][C:14]([CH3:17])([CH3:16])[CH3:15])=[O:12])[C:4]=2[CH:3]=1.[CH3:30][O:31][C:32]1[CH:38]=[CH:37][C:35]([NH2:36])=[CH:34][CH:33]=1.C(=O)([O-])[O-].[Cs+].[Cs+].CC1(C)C2C(=C(P(C3C=CC=CC=3)C3C=CC=CC=3)C=CC=2)OC2C(P(C3C=CC=CC=3)C3C=CC=CC=3)=CC=CC1=2>C(Cl)(Cl)Cl.O1CCOCC1>[C:26]([O:25][C:23]([N:21]1[CH:22]=[C:18]([C:9]2[N:10]([C:11]([O:13][C:14]([CH3:16])([CH3:15])[CH3:17])=[O:12])[C:4]3[CH:3]=[C:2]([NH:36][C:35]4[CH:37]=[CH:38][C:32]([O:31][CH3:30])=[CH:33][CH:34]=4)[N:7]=[CH:6][C:5]=3[CH:8]=2)[CH:19]=[N:20]1)=[O:24])([CH3:27])([CH3:29])[CH3:28] |f:2.3.4|. Reported procedure: To tert-butyl 6-bromo-2-(1-(tert-butoxycarbonyl)-1H-pyrazol-4-yl)-1H-pyrrolo[3,2-c]pyridine-1-carboxylate (10) (50 mg, 0.108 mmole) was added 4-methoxyaniline (16 mg, 0.129 mmole, 1.2 eq) followed by cesium carbonate (70 mg, 0.216 mmole, 2 eq) and Xantphos (6.2 mg, 0.0108 mmole, 10 mole %). Dioxane (1.2 mL) was added and the flask flushed twice with nitrogen. Pd2(dba)3 complex (5 mg, 0.0054 mmole, 5 mole %) was added and the flask was flushed again with nitrogen (×3) and heated at 80° C. for 2 h... The reactants are [Br-], COS(=O)(=O)OC, CCCC[N+](CCCC)(CCCC)CCCC, ClCCl, Fc1ccc(CN(Cc2cc(C(F)(F)F)cc(C(F)(F)F)c2)c2nnn[nH]2)c(N(CC2CC2)CC2CC2)n1, [Na+], [OH-], O. The product is Cn1nnc(N(Cc2cc(C(F)(F)F)cc(C(F)(F)F)c2)Cc2ccc(F)nc2N(CC2CC2)CC2CC2)n1. Reaction SMILES: [Br-:52].[CH3:41][O:42][S:43]([O:44][CH3:45])(=[O:46])=[O:47].[CH3:53][CH2:54][CH2:55][CH2:56][N+:57]([CH2:58][CH2:59][CH2:60][CH3:61])([CH2:62][CH2:63][CH2:64][CH3:65])[CH2:66][CH2:67][CH2:68][CH3:69].[Cl:49][CH2:50][Cl:51].[F:3][C:4]([c:5]1[cH:6][c:7]([CH2:8][N:9]([c:10]2[n:11][n:12][n:13][nH:14]2)[CH2:15][c:16]2[c:17]([N:23]([CH2:24][CH:25]3[CH2:26][CH2:27]3)[CH2:28][CH:29]3[CH2:30][CH2:31]3)[n:18][c:19]([F:22])[cH:20][cH:21]2)[cH:32][c:33]([C:35]([F:36])([F:37])[F:38])[cH:34]1)([F:39])[F:40].[Na+:2].[OH-:1].[OH2:48]>>[F:3][C:4]([c:5]1[cH:6][c:7]([CH2:8][N:9]([c:10]2[n:11][n:12][n:13]([CH3:41])[n:14]2)[CH2:15][c:16]2[c:17]([N:23]([CH2:24][CH:25]3[CH2:26][CH2:27]3)[CH2:28][CH:29]3[CH2:30][CH2:31]3)[n:18][c:19]([F:22])[cH:20][cH:21]2)[cH:32][c:33]([C:35]([F:36])([F:37])[F:38])[cH:34]1)([F:39])[F:40]. Starting materials: O=C([O-])[O-], CI, [Cs+], [Cs+], CN(C)C=O, C=CCc1c(O)cccc1C(=O)OC. The product is C=CCc1c(OC)cccc1C(=O)OC. As a reaction SMILES: [C:15](=[O:16])([O-:17])[O-:18].[CH3:21][I:22].[Cs+:19].[Cs+:20].[O:23]=[CH:24][N:25]([CH3:26])[CH3:27].[OH:1][c:2]1[c:3]([CH2:12][CH:13]=[CH2:14])[c:4]([C:5](=[O:6])[O:7][CH3:8])[cH:9][cH:10][cH:11]1>>[O:1]([c:2]1[c:3]([CH2:12][CH:13]=[CH2:14])[c:4]([C:5](=[O:6])[O:7][CH3:8])[cH:9][cH:10][cH:11]1)[CH3:15]. Reactants: [N+](=O)([O-])C=1C=C(C=CC1OCCCCCCCCCCCCCC)C1=CC=C(C=C1)C(=O)O (3'-nitro-4'-tetradecyloxybiphenyl-4-carboxylic acid), ClC1=C(C(=O)OC[C@H](CC)C)C=CC(=C1)O ((S)-2-methylbutyl 2-chloro-4-hydroxybenzoate), C(CCCCCCCCCCCCC)OC1=CC=C(C(=O)O)C=C1 (4-tetradecyloxybenzoic acid), OC1=CC=C(C(=O)OC[C@H](CC)C)C=C1 ((S)-2-methylbutyl 4-hydroxybenzoate). Yields the product [N+](=O)([O-])C=1C=C(C=CC1OCCCCCCCCCCCCCC)C1=CC=C(C=C1)C(=O)OC1=CC=CC=C1 (phenyl 3'-nitro-4'-tetradecyloxybiphenyl-4-carboxylate). RXN SMILES: [N+:1]([C:4]1[CH:5]=[C:6]([C:25]2[CH:30]=[CH:29][C:28]([C:31]([OH:33])=[O:32])=[CH:27][CH:26]=2)[CH:7]=[CH:8][C:9]=1[O:10][CH2:11][CH2:12][CH2:13][CH2:14][CH2:15][CH2:16][CH2:17][CH2:18][CH2:19][CH2:20][CH2:21][CH2:22][CH2:23][CH3:24])([O-:3])=[O:2].C(O[C:49]1[CH:57]=[CH:56][C:52](C(O)=O)=[CH:51][CH:50]=1)CCCCCCCCCCCCC.OC1C=CC(C(OC[C@@H](C)CC)=O)=CC=1.ClC1C=C(O)C=CC=1C(OC[C@@H](C)CC)=O>>[N+:1]([C:4]1[CH:5]=[C:6]([C:25]2[CH:30]=[CH:29][C:28]([C:31]([O:33][C:49]3[CH:57]=[CH:56][CH:52]=[CH:51][CH:50]=3)=[O:32])=[CH:27][CH:26]=2)[CH:7]=[CH:8][C:9]=1[O:10][CH2:11][CH2:12][CH2:13][CH2:14][CH2:15][CH2:16][CH2:17][CH2:18][CH2:19][CH2:20][CH2:21][CH2:22][CH2:23][CH3:24])([O-:3])=[O:2]. Procedure details: The procedure of Example 1 was followed except using 3'-nitro-4'-tetradecyloxybiphenyl-4-carboxylic acid instead of said 4-tetradecyloxybenzoic acid and (S)-2-methylbutyl 4-hydroxybenzoate instead of said (S)-2-methylbutyl 2-chloro-4-hydroxybenzoate. There resulted 4--(S)-2-methylbutyloxycarbonyl]phenyl 3'-nitro-4'-tetradecyloxybiphenyl-4-carboxylate]. Starting materials: NC(=O)C=1C=C(C(=O)O)C=C(C1)C(=O)N(CCC)CCC (3-(aminocarbonyl)-5-[(dipropylamino)carbonyl]benzoic acid), FC(C(=O)O)(F)F.N[C@H]([C@@H](CNCC1=CC(=CC=C1)OC)O)CC1=CC(=CC(=C1)F)F ((2R,3S)-3-amino-4-(3,5-difluorophenyl)-1-[(3-methoxybenzyl)amino]-2-butanol trifluoroacetate). The product is C(C1=CC=CC=C1)[C@@H]([C@@H](CNCC1=CC(=CC=C1)OC)O)NC(C1=CC(C(=O)N(CCC)CCC)=CC(=C1)CO)=O (N1-{(1S,2R)-1-benzyl-2-hydroxy-3-[(3-methoxybenzyl)amino]propyl}-5-(hydroxymethyl)-N3,N3-dipropylisophthalamide). RXN SMILES: [NH2:1][C:2]([C:4]1[CH:5]=[C:6]([CH:10]=[C:11]([C:13]([N:15]([CH2:19][CH2:20][CH3:21])[CH2:16][CH2:17][CH3:18])=[O:14])[CH:12]=1)[C:7]([OH:9])=O)=[O:3].FC(F)(F)C(O)=O.N[C@@H:30]([CH2:44][C:45]1[CH:50]=[C:49](F)[CH:48]=[C:47](F)[CH:46]=1)[C@H:31]([OH:43])[CH2:32][NH:33][CH2:34][C:35]1[CH:40]=[CH:39][CH:38]=[C:37]([O:41][CH3:42])[CH:36]=1>>[CH2:44]([C@H:30]([NH:1][C:2](=[O:3])[C:4]1[CH:5]=[C:6]([CH2:7][OH:9])[CH:10]=[C:11]([C:13]([N:15]([CH2:19][CH2:20][CH3:21])[CH2:16][CH2:17][CH3:18])=[O:14])[CH:12]=1)[C@H:31]([OH:43])[CH2:32][NH:33][CH2:34][C:35]1[CH:40]=[CH:39][CH:38]=[C:37]([O:41][CH3:42])[CH:36]=1)[C:45]1[CH:50]=[CH:49][CH:48]=[CH:47][CH:46]=1 |f:1.2|. Reported procedure: Following the procedure of CHART P and Example 739 and making non-critical variations but using 3-[(dipropylamino)carbonyl]-5-(hydroxymethyl)benzoic acid (IX) and (2R,3S)-3-amino-1-[(3-methoxybenzyl)amino]-4-phenyl-2-butanol (VIII), the title compound is obtained, HRMS (FAB)=615.3571.